From a dataset of the Open Reaction Database (ORD), a public repository of structured organic reaction records. describe an organic reaction: reactants, conditions, products, and yield Reaction SMILES: [C:1](#[N:2])[C:3]([CH2:4][OH:5])([CH2:6][CH2:7][CH2:8][CH3:9])[CH3:10].[c:11]1([CH3:21])[cH:12][cH:13][c:14]([S:17](=[O:18])(=[O:19])[Cl:20])[cH:15][cH:16]1.[cH:22]1[cH:23][cH:24][n:25][cH:26][cH:27]1>>[C:1](#[N:2])[C:3]([CH2:4][O:5][S:17]([c:14]1[cH:13][cH:12][c:11]([CH3:21])[cH:16][cH:15]1)(=[O:18])=[O:19])([CH2:6][CH2:7][CH2:8][CH3:9])[CH3:10]. Yields the product CCCCC(C)(C#N)COS(=O)(=O)c1ccc(C)cc1. Starting materials: CCCCC(C)(C#N)CO, Cc1ccc(S(=O)(=O)Cl)cc1, c1ccncc1.